The task is: describe an organic reaction: reactants, conditions, products, and yield. This data is from the Open Reaction Database (ORD), a public repository of structured organic reaction records. Starting materials: C(C)(C)C1=NC(=NC(=C1)COC)N (4-isopropyl-6-(methoxymethyl)pyrimidin-2-amine), B(Br)(Br)Br (BBr3). Run in C(Cl)Cl (CH2Cl2). Product: NC1=NC(=CC(=N1)CO)C(C)C ((2-amino-6-isopropylpyrimidin-4-yl)methanol). The yield is 66.0%. RXN SMILES: [CH:1]([C:4]1[CH:9]=[C:8]([CH2:10][O:11]C)[N:7]=[C:6]([NH2:13])[N:5]=1)([CH3:3])[CH3:2].B(Br)(Br)Br>C(Cl)Cl>[NH2:13][C:6]1[N:7]=[C:8]([CH2:10][OH:11])[CH:9]=[C:4]([CH:1]([CH3:3])[CH3:2])[N:5]=1. Reported procedure: To a stirred solution of 4-isopropyl-6-(methoxymethyl)pyrimidin-2-amine (537 mg, 3.0 mmol) in CH2Cl2 (30 mL) at 0° C. was added BBr3 (3 mL of 1.0 M solution, 3 mmol) dropwise. The reaction was quenched with saturated aqueous NaHCO3 after 4 h. The resulting mixture was extracted with CH2Cl2 (2×20 mL). The combined organic layer was washed with brine, dried with Na2SO4 and concentrated under reduced pressure to provide (2-amino-6-isopropylpyrimidin-4-yl)methanol as a dark brown oil which was used ...